From a dataset of the Open Reaction Database (ORD), a public repository of structured organic reaction records. describe an organic reaction: reactants, conditions, products, and yield The reactants are dimaleate, C(\C=C/C(=O)O)(=O)O (maleic acid), CCOC(=O)C (EtOAc). Yields the product OC=1C=C2CCCC(C2=CC1)=O (6-Hydroxytetralone). Reaction SMILES: [C:1](O)(=O)/[CH:2]=[CH:3]\[C:4]([OH:6])=O.CCO[C:12]([CH3:14])=[O:13]>>[OH:13][C:12]1[CH:14]=[C:1]2[C:3](=[CH:2][CH:1]=1)[C:4](=[O:6])[CH2:4][CH2:3][CH2:2]2. Procedure details: 6-[(2-Pyrimidinyl)oxy]-tetralone (3.2 mmol), N-cyclohexylpiperazine (3.2 mmol) and Ti(O-2-Pr)4 (3.2 mmol) were dissolved in CH2Cl2 (10 mL). The solution was stirred at room temperature for 20 hours and then quenched with NaCNBH3 (6.4 mmol in 5 mL EtOH). Water (20 mL) was added, the resulting mixture was filtered through a pad of `Celite`, and the residue was rinsed with CH2Cl2 (10 mL). The organic layer was dried with Na2SO4 and evaporated to yield the crude product as an oil. Purification by co... Reactants: [Al+3], O=C(O)c1sc2cc(Br)ccc2c1Cl, ClC(Cl)Cl, [Cl-], [H-], [H-], [H-], [H-], [Li+], [Na+], C1CCOC1, [OH-], O. The product is OCc1sc2cc(Br)ccc2c1Cl. As a reaction SMILES: [Al+3:17].[Br:2][c:3]1[cH:4][cH:5][c:6]2[c:7]([s:8][c:9]([C:12](=[O:13])[OH:14])[c:10]2[Cl:11])[cH:15]1.[CH:30]([Cl:31])([Cl:32])[Cl:33].[Cl-:1].[H-:16].[H-:19].[H-:20].[H-:21].[Li+:18].[Na+:24].[O:25]1[CH2:26][CH2:27][CH2:28][CH2:29]1.[OH-:23].[OH2:22]>>[Br:2][c:3]1[cH:4][cH:5][c:6]2[c:7]([s:8][c:9]([CH2:12][OH:13])[c:10]2[Cl:11])[cH:15]1. The reactants are CCOC(C)=O, O=[N+]([O-])c1cccc(-c2cc(-c3c(Cl)cccc3Cl)on2)c1, O, Cl[Sn]Cl. As a reaction SMILES: [CH3:26][CH2:27][O:28][C:29](=[O:30])[CH3:31].[Cl:4][c:5]1[c:6](-[c:12]2[cH:13][c:14](-[c:17]3[cH:18][c:19]([N+:23]([O-:24])=[O:25])[cH:20][cH:21][cH:22]3)[n:15][o:16]2)[c:7]([Cl:11])[cH:8][cH:9][cH:10]1.[OH2:32].[Sn:1]([Cl:2])[Cl:3]>>[Cl:4][c:5]1[c:6](-[c:12]2[cH:13][c:14](-[c:17]3[cH:18][c:19]([NH2:23])[cH:20][cH:21][cH:22]3)[n:15][o:16]2)[c:7]([Cl:11])[cH:8][cH:9][cH:10]1. Yields the product Nc1cccc(-c2cc(-c3c(Cl)cccc3Cl)on2)c1. The reactants are CSC(C(=O)OC)(C)C1=CC(=CC=C1)OC1=CC=CC=C1 (Methyl α-methylthio-α-(m-phenoxyphenyl)propionate), C(C)OCC (Diethyl ether). The reagents and catalysts are S(=O)(=O)([O-])[O-].[Cu+2] (copper sulfate), [Zn] (zinc), [Zn] (zinc). Run in C(C)(=O)O (acetic acid). The product is O(C1=CC=CC=C1)C=1C=C(C=CC1)C(C(=O)OC)C (methyl α-(m-phenoxyphenyl)propionate). Yield: 97.3%. As a reaction SMILES: CS[C:3]([C:9]1[CH:14]=[CH:13][CH:12]=[C:11]([O:15][C:16]2[CH:21]=[CH:20][CH:19]=[CH:18][CH:17]=2)[CH:10]=1)([CH3:8])[C:4]([O:6][CH3:7])=[O:5].C(OCC)C>C(O)(=O)C.S([O-])([O-])(=O)=O.[Cu+2].[Zn]>[O:15]([C:11]1[CH:10]=[C:9]([CH:3]([CH3:8])[C:4]([O:6][CH3:7])=[O:5])[CH:14]=[CH:13][CH:12]=1)[C:16]1[CH:17]=[CH:18][CH:19]=[CH:20][CH:21]=1 |f:3.4|. Reported procedure: Methyl α-methylthio-α-(m-phenoxyphenyl)propionate (302 mg) was dissolved in 2 ml of acetic acid, and 16 mg of anhydrous copper sulfate and 150 mg of zinc powder were added. With stirring, the mixture was heated under reflux for 9 hours. Furthermore, 50 mg of zinc powder was added, and the mixture was heated under reflux for 2 hours. Diethyl ether (60 mg) was added, and the insoluble matter was separated by filtration. The filtrate was washed twice with 10 ml of water and dried over anhydrous sod... Reactants: O=C([O-])O, C[Si](C)(C)Br, COCOCCc1ccc(Cc2c(C)cc(C)nc2OC2OC(CO)C(O)C(O)C2O)cc1, ClCCl, [Na+]. Product: Cc1cc(C)c(Cc2ccc(CCO)cc2)c(OC2OC(CO)C(O)C(O)C2O)n1. As a reaction SMILES: [C:39](=[O:40])([OH:41])[O-:42].[CH3:34][Si:35]([CH3:36])([CH3:37])[Br:38].[CH:1]1([O:12][c:13]2[n:14][c:15]([CH3:33])[cH:16][c:17]([CH3:32])[c:18]2[CH2:19][c:20]2[cH:21][cH:22][c:23]([CH2:26][CH2:27][O:28][CH2:29][O:30][CH3:31])[cH:24][cH:25]2)[CH:2]([OH:3])[CH:4]([OH:5])[CH:6]([OH:7])[CH:8]([CH2:10][OH:11])[O:9]1.[Cl:44][CH2:45][Cl:46].[Na+:43]>>[CH:1]1([O:12][c:13]2[n:14][c:15]([CH3:33])[cH:16][c:17]([CH3:32])[c:18]2[CH2:19][c:20]2[cH:21][cH:22][c:23]([CH2:26][CH2:27][OH:28])[cH:24][cH:25]2)[CH:2]([OH:3])[CH:4]([OH:5])[CH:6]([OH:7])[CH:8]([CH2:10][OH:11])[O:9]1. Yields the product CCC(CC)n1ccc2cnc(Nc3ccc(N4CCNCC4)cc3)nc21. RXN SMILES: [C:1]([O:2][C:3](=[O:4])[N:8]1[CH2:9][CH2:10][N:11]([c:14]2[cH:15][cH:16][c:17]([NH:20][c:21]3[n:22][cH:23][c:24]4[c:25]([n:26]3)[n:27]([CH:30]([CH2:31][CH3:32])[CH2:33][CH3:34])[cH:28][cH:29]4)[cH:18][cH:19]2)[CH2:12][CH2:13]1)([CH3:5])([CH3:6])[CH3:7].[Cl:42][CH2:43][Cl:44].[OH:35][C:36]([C:37]([F:38])([F:39])[F:40])=[O:41]>>[NH:8]1[CH2:9][CH2:10][N:11]([c:14]2[cH:15][cH:16][c:17]([NH:20][c:21]3[n:22][cH:23][c:24]4[c:25]([n:26]3)[n:27]([CH:30]([CH2:31][CH3:32])[CH2:33][CH3:34])[cH:28][cH:29]4)[cH:18][cH:19]2)[CH2:12][CH2:13]1. Starting materials: CCC(CC)n1ccc2cnc(Nc3ccc(N4CCN(C(=O)OC(C)(C)C)CC4)cc3)nc21, ClCCl, O=C(O)C(F)(F)F. Starting materials: C(#N)C1(CC(OCC1)C)C1=CC(=CC=C1)SC1=CC=C(C=C1)N1C(=NC=C1)C ((2SR,4RS)-4-cyano-2-methyl-4-[3-[4-(2-methylimidazol-1-yl)phenylthio]phenyl]-3,4,5,6-tetrahydro-2H-pyran), C(#N)C1(CC(OCC1)C)C1=CC(=CC=C1)S[Si](C(C)C)(C(C)C)C(C)C ((2SR,4RS)-4-cyano-2-methyl-4-(3-triisopropylsilylthiophenyl)-3,4,5,6-tetrahydro-2H-pyran), N1N=NC(=C1)C1=CC=C(C=C1)I (4-(triazol-4-yl)phenyl iodide), C(#N)C1(CCOCC1)C1=CC(=CC=C1)S[Si](C(C)C)(C(C)C)C(C)C (4-cyano-4-(3-triisopropylsilylthiophenyl)-3,4,5,6-tetrahydro-2H-pyran). Yields the product C(#N)C1(CCOCC1)C1=CC(=CC=C1)SC1=CC=C(C=C1)N1C=NN=C1 (4-Cyano-4-[3-[4-(1,2,4-triazol-4-yl)pheny]thiophenyl]-3,4,5,6-tetrahydro-2H-pyran). As a reaction SMILES: [C:1]([C:3]1([C:10]2[CH:15]=[CH:14][CH:13]=[C:12]([S:16][C:17]3[CH:22]=[CH:21][C:20]([N:23]4[CH:27]=C[N:25]=[C:24]4C)=[CH:19][CH:18]=3)[CH:11]=2)[CH2:8][CH2:7][O:6][CH:5](C)[CH2:4]1)#[N:2].[NH:29]1C=C(C2C=CC(I)=CC=2)N=N1.C(C1(C2C=CC=C(S[Si](C(C)C)(C(C)C)C(C)C)C=2)CCOCC1)#N.C(C1(C2C=CC=C(S[Si](C(C)C)(C(C)C)C(C)C)C=2)CCOC(C)C1)#N>>[C:1]([C:3]1([C:10]2[CH:15]=[CH:14][CH:13]=[C:12]([S:16][C:17]3[CH:22]=[CH:21][C:20]([N:23]4[CH:24]=[N:25][N:29]=[CH:27]4)=[CH:19][CH:18]=3)[CH:11]=2)[CH2:4][CH2:5][O:6][CH2:7][CH2:8]1)#[N:2]. Reported procedure: The titled compound was prepared according to the procedure described in example 29E for the preparation of (2SR,4RS)-4-cyano-2-methyl-4-[3-[4-(2-methylimidazol-1-yl)phenylthio]phenyl]-3,4,5,6-tetrahydro-2H-pyran using 4-(triazol-4-yl)phenyl iodide and 4-cyano-4-(3-triisopropylsilylthiophenyl)-3,4,5,6-tetrahydro-2H-pyran in place of 4-(2-methylimidazol-1-yl)phenyl iodide and (2SR,4RS)-4-cyano-2-methyl-4-(3-triisopropylsilylthiophenyl)-3,4,5,6-tetrahydro-2H-pyran, respectively. MS(EI): m/z 362(M+...